Dataset: the Open Reaction Database (ORD), a public repository of structured organic reaction records. Task: describe an organic reaction: reactants, conditions, products, and yield Starting materials: ClC=1C=C2CCC(CC2=CC1)=O (6-chloro-3,4-dihydro-1H-naphthalene-2-one), C[Mg+].[Br-] (CH3MgBr). Reagents/catalysts: Cl[Ti](Cl)(Cl)Cl (TiCl4). Solvent: O (H2O), C(Cl)Cl (CH2Cl2), C(Cl)Cl (CH2Cl2). Reaction conditions: temperature 0 celsius, time 20 minute. Product: ClC=1C=C2CCC(CC2=CC1)(O)C (6-Chloro-2-methyl-1,2,3,4-tetrahydronaphthalene-2-ol), oil. Reaction SMILES: [CH3:1][Mg+].[Br-].[Cl:4][C:5]1[CH:6]=[C:7]2[C:12](=[CH:13][CH:14]=1)[CH2:11][C:10](=[O:15])[CH2:9][CH2:8]2>C(Cl)Cl.O.Cl[Ti](Cl)(Cl)Cl>[Cl:4][C:5]1[CH:6]=[C:7]2[C:12](=[CH:13][CH:14]=1)[CH2:11][C:10]([CH3:1])([OH:15])[CH2:9][CH2:8]2 |f:0.1|. Procedure details: To a solution of TiCl4 (95 mL, 1M in toluene) at −45° C. is added a solution of CH3MgBr (4.2 mL 3M in THF). The solution is stirred for 20 minutes. After this time, 6-chloro-3,4-dihydro-1H-naphthalene-2-one (11.3 g, 63 mmol) in 80 mL of CH2Cl2 is added dropwise over 15 minutes. The reaction is stirred for an additional 15 min at −45° C. The solution is warmed to 0° C. After 2 h, the solution is diluted with H2O and CH2Cl2. The organic layer is dried over MgSO4, filtered and concentrated. The tit... Reactants: Cc1cc(C(=O)O)ccc1OCCCC1CCN(C(=O)OC(C)(C)C)CC1, Cn1ncc2c1Nc1ccccc1NC2, CN(C)c1ccncc1, CCN(C(C)C)C(C)C, ClCCl. Product: Cc1cc(C(=O)N2Cc3cnn(C)c3Nc3ccccc32)ccc1OCCCC1CCN(C(=O)OC(C)(C)C)CC1. As a reaction SMILES: [C:1]([CH3:2])([CH3:3])([CH3:4])[O:5][C:6](=[O:7])[N:8]1[CH2:9][CH2:10][CH:11]([CH2:14][CH2:15][CH2:16][O:17][c:18]2[c:19]([CH3:27])[cH:20][c:21]([C:24](=[O:25])[OH:26])[cH:22][cH:23]2)[CH2:12][CH2:13]1.[CH3:28][n:29]1[n:30][cH:31][c:32]2[c:38]1[NH:37][c:36]1[c:35]([cH:42][cH:41][cH:40][cH:39]1)[NH:34][CH2:33]2.[CH3:52][N:53]([c:54]1[cH:55][cH:56][n:57][cH:58][cH:59]1)[CH3:60].[CH:43]([N:44]([CH2:45][CH3:46])[CH:47]([CH3:48])[CH3:49])([CH3:50])[CH3:51].[Cl:61][CH2:62][Cl:63]>>[C:1]([CH3:2])([CH3:3])([CH3:4])[O:5][C:6](=[O:7])[N:8]1[CH2:9][CH2:10][CH:11]([CH2:14][CH2:15][CH2:16][O:17][c:18]2[c:19]([CH3:27])[cH:20][c:21]([C:24](=[O:26])[N:34]3[CH2:33][c:32]4[cH:31][n:30][n:29]([CH3:28])[c:38]4[NH:37][c:36]4[c:35]3[cH:42][cH:41][cH:40][cH:39]4)[cH:22][cH:23]2)[CH2:12][CH2:13]1. The reactants are C(C)S(=O)(=O)N1CCC(CC1)C1=CNC2=C(C=C(C=C12)C1=CSC(=C1)CN1C(CCC1)C1=CC=CC=C1)C(=O)N (3-[1-(ethylsulfonyl)-4-piperidinyl]-5-{5-[(2-phenyl-1-pyrrolidinyl)methyl]-3-thienyl}-1H-indole-7-carboxamide), C1(=CC=CC=C1)C1NCCC1 (2-phenylpyrrolidine). The product is C(C)S(=O)(=O)N1CCC(CC1)C1=CNC2=C(C=C(C=C12)C1=CSC(=C1)CN1C(CCC1)CN1CCCCC1)C(=O)N (3-[1-(ethylsulfonyl)-4-piperidinyl]-5-(5-{[2-(1-piperidinylmethyl)-1-pyrrolidinyl]methyl}-3-thienyl)-1H-indole-7-carboxamide). Isolated yield 32.0%. RXN SMILES: [CH2:1]([S:3]([N:6]1[CH2:11][CH2:10][CH:9]([C:12]2[C:20]3[C:15](=[C:16]([C:38]([NH2:40])=[O:39])[CH:17]=[C:18]([C:21]4[CH:25]=[C:24]([CH2:26][N:27]5[CH2:31][CH2:30][CH2:29][CH:28]5[C:32]5C=CC=CC=5)[S:23][CH:22]=4)[CH:19]=3)[NH:14][CH:13]=2)[CH2:8][CH2:7]1)(=[O:5])=[O:4])[CH3:2].[C:41]1([CH:47]2[CH2:51][CH2:50][CH2:49][NH:48]2)C=CC=CC=1>>[CH2:1]([S:3]([N:6]1[CH2:11][CH2:10][CH:9]([C:12]2[C:20]3[C:15](=[C:16]([C:38]([NH2:40])=[O:39])[CH:17]=[C:18]([C:21]4[CH:25]=[C:24]([CH2:26][N:27]5[CH2:31][CH2:30][CH2:29][CH:28]5[CH2:32][N:48]5[CH2:41][CH2:47][CH2:51][CH2:50][CH2:49]5)[S:23][CH:22]=4)[CH:19]=3)[NH:14][CH:13]=2)[CH2:8][CH2:7]1)(=[O:5])=[O:4])[CH3:2]. Procedure: The title compound was prepared according to the general procedure for 3-[1-(ethylsulfonyl)-4-piperidinyl]-5-{5-[(2-phenyl-1-pyrrolidinyl)methyl]-3-thienyl}-1H-indole-7-carboxamide, substituting 1-(2-pyrrolidinylmethyl)piperidine (168.3 mg, 1.0 mmol) for 2-phenylpyrrolidine to afford 21 mg of the title compound (32%). The reactants are CS(=O)(=O)OC=1C=CC2=C(C(C(O2)O)(C)C)C1 (2-hydroxy-2,3-dihydro-3,3-dimethylbenzofuran-5-yl methanesulphonate), [OH-].[Na+] (sodium hydroxide), C(C)(=O)OC(C)=O (acetic anhydride). Run in O (water). The product is CS(=O)(=O)OC=1C=CC2=C(C(C(O2)OC(C)=O)(C)C)C1 (2-acetoxy-2,3-dihydro-3,3-dimethylbenzofuran-5-yl methanesulphonate). RXN SMILES: [CH3:1][S:2]([O:5][C:6]1[CH:7]=[CH:8][C:9]2[O:13][CH:12]([OH:14])[C:11]([CH3:16])([CH3:15])[C:10]=2[CH:17]=1)(=[O:4])=[O:3].[OH-].[Na+].[C:20](OC(=O)C)(=[O:22])[CH3:21]>O>[CH3:1][S:2]([O:5][C:6]1[CH:7]=[CH:8][C:9]2[O:13][CH:12]([O:14][C:20](=[O:22])[CH3:21])[C:11]([CH3:15])([CH3:16])[C:10]=2[CH:17]=1)(=[O:3])=[O:4] |f:1.2|. Reported procedure: To a solution of 2-hydroxy-2,3-dihydro-3,3-dimethylbenzofuran-5-yl methanesulphonate (10 parts) in water (100 parts) containing sodium hydroxide (15 parts) was slowly added acetic anhydride (10 parts) with cooling to keep the temperature below 10° C. An oil separated which solidified on scratching. This was filtered off, washed with water, dried and recrystallised from 90% aqueous ethanol to give 2-acetoxy-2,3-dihydro-3,3-dimethylbenzofuran-5-yl methanesulphonate, melting point 84°-85° C.